This data is from the Open Reaction Database (ORD), a public repository of structured organic reaction records. The task is: describe an organic reaction: reactants, conditions, products, and yield The reactants are Cl (HCl), COC(=O)C1=CC=C(C(=O)O)C=C1 (4-Methoxycarbonyl-benzoic acid), C1(=CC=CC=C1)S(=O)(=O)N (benzenesulfonamide), CCN=C=NCCCN(C)C (EDCI). The reagents and catalysts are CN(C)C=1C=CN=CC1 (DMAP). Solvent: C(C)(=O)OCC (ethyl acetate), ClCCl (dichloromethane). Conditions: time 18 hour. The product is C1(=CC=CC=C1)S(=O)(=O)NC(=O)C1=CC=C(C(=O)OC)C=C1 (methyl 4-phenylsulfonamidocarbonyl-benzoate). Yield: 97.3%. RXN SMILES: [CH3:1][O:2][C:3]([C:5]1[CH:13]=[CH:12][C:8]([C:9]([OH:11])=O)=[CH:7][CH:6]=1)=[O:4].[C:14]1([S:20]([NH2:23])(=[O:22])=[O:21])[CH:19]=[CH:18][CH:17]=[CH:16][CH:15]=1.CCN=C=NCCCN(C)C.Cl>ClCCl.CN(C1C=CN=CC=1)C.C(OCC)(=O)C>[C:14]1([S:20]([NH:23][C:9]([C:8]2[CH:7]=[CH:6][C:5]([C:3]([O:2][CH3:1])=[O:4])=[CH:13][CH:12]=2)=[O:11])(=[O:22])=[O:21])[CH:19]=[CH:18][CH:17]=[CH:16][CH:15]=1. Procedure: 4-Methoxycarbonyl-benzoic acid (from Preparation 11) (5.0 g, 28 mmol) was dissolved in 100 mL of anhydrous dichloromethane. After the addition of DMAP (3.39 g, 28 mmol) and benzenesulfonamide (4.36 g, 28 mmol), EDCI (5.85 g, 31 mmol) was gradually added to the stirred mixture. After 18 hours at room temperature, rotary evaporation of the mixture gave a residue which was mixed with ethyl acetate and 1N HCl. The organic phase was washed with water (1×) and brine (2×), dried (Na2SO4), rotary evapor... Run in CCOC(=O)C (EtOAc). The reagents and catalysts are [Pd] (palladium on carbon). The reactants are C1(=CC=CC=C1)/C=C/C[C@@H](C(=O)OCC)[C@@H](CCC)O (ethyl (2R,3R)-2-[(2E)-3-phenyl-2-propen-1-yl]-3-hydroxyhexanoate). Product: C1(=CC=CC=C1)CCC[C@@H](C(=O)OCC)[C@@H](CCC)O (ethyl (2R,3R)-2-(3-phenyl-1-propyl)-3-hydroxyhexanoate). Reported procedure: A solution of ethyl (2R,3R)-2-[(2E)-3-phenyl-2-propen-1-yl]-3-hydroxyhexanoate (1.76 g, 6.38 mmol) in 30 mL of EtOAc is treated with 200 mg of 10% palladium on carbon. The resulting suspension is repeatedly evacuated and purged with a hydrogen balloon, then stirred under 1 atmosphere pressure of hydrogen gas for 6 h. The catalyst is filtered and the filtrate is concentrated in vacuo to provide ethyl (2R,3R)-2-(3-phenyl-1-propyl)-3-hydroxyhexanoate as an oil (1.70 g, 96% yield). As a reaction SMILES: [C:1]1(/[CH:7]=[CH:8]/[CH2:9][C@H:10]([C@H:16]([OH:20])[CH2:17][CH2:18][CH3:19])[C:11]([O:13][CH2:14][CH3:15])=[O:12])[CH:6]=[CH:5][CH:4]=[CH:3][CH:2]=1>CCOC(C)=O.[Pd]>[C:1]1([CH2:7][CH2:8][CH2:9][C@H:10]([C@H:16]([OH:20])[CH2:17][CH2:18][CH3:19])[C:11]([O:13][CH2:14][CH3:15])=[O:12])[CH:6]=[CH:5][CH:4]=[CH:3][CH:2]=1. Run at time 6 hour. Yield: 95.7%. Starting materials: C(C)OC([C@H](CC1=CC(=C(C=C1)O)[N+](=O)[O-])NC(=O)OC(C)(C)C)=O ((S)-2-tert-butoxycarbonylamino-3-(4-hydroxy-3-nitro-phenyl)-propionic acid ethyl ester), [Cl-].[NH4+] (ammonium chloride). Reagents/catalysts: [Zn] (zinc). Solvent: CO (methanol), O (water). Conditions: time 30 minute. Product: C(C)OC(C(CC1=CC(=C(C=C1)O)N)NC(=O)OC(C)(C)C)=O (3-(3-amino-4-hydroxy-phenyl)-2-tert-butoxycarbonylamino-propionic acid ethyl ester). RXN SMILES: [CH2:1]([O:3][C:4](=[O:25])[C@@H:5]([NH:17][C:18]([O:20][C:21]([CH3:24])([CH3:23])[CH3:22])=[O:19])[CH2:6][C:7]1[CH:12]=[CH:11][C:10]([OH:13])=[C:9]([N+:14]([O-])=O)[CH:8]=1)[CH3:2].[Cl-].[NH4+]>CO.O.[Zn]>[CH2:1]([O:3][C:4](=[O:25])[CH:5]([NH:17][C:18]([O:20][C:21]([CH3:24])([CH3:23])[CH3:22])=[O:19])[CH2:6][C:7]1[CH:12]=[CH:11][C:10]([OH:13])=[C:9]([NH2:14])[CH:8]=1)[CH3:2] |f:1.2|. Reported procedure: To a vigorously stirred solution of (S)-2-tert-butoxycarbonylamino-3-(4-hydroxy-3-nitro-phenyl)-propionic acid ethyl ester (1.00 g, 2.82 mmol) in methanol (50 mL) was added a solution of ammonium chloride (2.26 g, 42.3 mmol) in water (25 mL) followed by zinc dust (<10 μM particle size) (1.84 g, 28.1 mmol). After stirring at ambient temperature for 30 minutes the reaction mixture was filtered through a pad of Celite® and residual soluble material eluted from the pad with methanol. The filtrate wa...